From a dataset of the Open Reaction Database (ORD), a public repository of structured organic reaction records. describe an organic reaction: reactants, conditions, products, and yield Starting materials: FC(C1=CC(OC=C1C(F)(F)F)=O)(F)F (4,5-bis-trifluoromethyl-2-oxo-2H-pyran), C1(C=CC(C=C1)=O)=O (1,4-benzoquinone). The reagents and catalysts are O=[Mn]=O (MnO2). Solvent: C(Cl)(Cl)Cl (CHCl3), ClC1=C(C=CC=C1)Cl (1,2-dichlorobenzene). Yields the product FC(C=1C=C2C(C=CC(C2=CC1C(F)(F)F)=O)=O)(F)F (6,7-Bis-trifluoromethyl-1,4-naphthoquinone). As a reaction SMILES: [F:1][C:2]([F:15])([F:14])[C:3]1[C:8]([C:9]([F:12])([F:11])[F:10])=[CH:7]O[C:5](=O)[CH:4]=1.[C:16]1(=[O:23])C=[CH:20][C:19](=[O:22])[CH:18]=[CH:17]1>ClC1C=CC=CC=1Cl.C(Cl)(Cl)Cl.O=[Mn]=O>[F:1][C:2]([F:15])([F:14])[C:3]1[CH:4]=[C:5]2[C:20](=[CH:7][C:8]=1[C:9]([F:12])([F:11])[F:10])[C:19](=[O:22])[CH:18]=[CH:17][C:16]2=[O:23]. Procedure: 23.47 g (0.1011 mol) of 4,5-bis-trifluoromethyl-2-oxo-2H-pyran, 54.62 g (0.5053 mol) of 1,4-benzoquinone and 26.30 g (0.3026 mol) of MnO2 in 225 ml of 1,2-dichlorobenzene are heated at 180° C. for 12 hours. The reaction mixture is then diluted with 200 ml of CHCl3 and filtered through Hyflo®. After the chloroform has been removed by distillation, the distillation residue is chromatographed over a column packed with 1300 g of SiO2 (mobile phase: first cyclohexane and then CHCl3 ; 0.3 bar excess p... The reactants are ClC1=NC=CC(=N1)C=1C=C(C=O)C=CC1 (3-(2-Chloro-pyrimidin-4-yl)-benzaldehyde), C(C)(C)(C)OC(=O)N1CC(C1)N (3-Amino-azetidine-1-carboxylic acid tert-butyl ester), 375. Product: C(C)(C)(C)OC(=O)N1CC(C1)NCC1=CC(=CC=C1)C1=NC(=NC=C1)Cl (3-[3-(2-Chloro-pyrimidin-4-yl)-benzylamino]-azetidine-1-carboxylic acid tert-butyl ester). As a reaction SMILES: [Cl:1][C:2]1[N:7]=[C:6]([C:8]2[CH:9]=[C:10]([CH:13]=[CH:14][CH:15]=2)[CH:11]=O)[CH:5]=[CH:4][N:3]=1.[C:16]([O:20][C:21]([N:23]1[CH2:26][CH:25]([NH2:27])[CH2:24]1)=[O:22])([CH3:19])([CH3:18])[CH3:17]>>[C:16]([O:20][C:21]([N:23]1[CH2:26][CH:25]([NH:27][CH2:11][C:10]2[CH:13]=[CH:14][CH:15]=[C:8]([C:6]3[CH:5]=[CH:4][N:3]=[C:2]([Cl:1])[N:7]=3)[CH:9]=2)[CH2:24]1)=[O:22])([CH3:19])([CH3:17])[CH3:18]. Reported procedure: Intermediate 1 was coupled with 3-Amino-azetidine-1-carboxylic acid tert-butyl ester following procedure B. LC-MS showed the product had the expected M+H+ of 375.